From a dataset of the Open Reaction Database (ORD), a public repository of structured organic reaction records. describe an organic reaction: reactants, conditions, products, and yield Reactants: ClC1=C2C(=NC=C1)C=CS2 (7-Chlorothieno[3,2-b]pyridine), C(CCC)[Sn](CCCC)(CCCC)Cl (Tributyltin chloride). Run in C1CCOC1 (THF), O (water). Run at time 20 minute. Yields the product ClC1=C2C(=NC=C1)C=C(S2)[Sn](CCCC)(CCCC)CCCC (7-Chloro-2-(tributylstannyl)thieno[3,2-b]pyridine). The yield is 93.4%. As a reaction SMILES: [Cl:1][C:2]1[CH:7]=[CH:6][N:5]=[C:4]2[CH:8]=[CH:9][S:10][C:3]=12.[CH2:11]([Sn:15](Cl)([CH2:20][CH2:21][CH2:22][CH3:23])[CH2:16][CH2:17][CH2:18][CH3:19])[CH2:12][CH2:13][CH3:14]>C1COCC1.O>[Cl:1][C:2]1[CH:7]=[CH:6][N:5]=[C:4]2[CH:8]=[C:9]([Sn:15]([CH2:16][CH2:17][CH2:18][CH3:19])([CH2:20][CH2:21][CH2:22][CH3:23])[CH2:11][CH2:12][CH2:13][CH3:14])[S:10][C:3]=12. Reported procedure: To a solution of 7-chlorothiene[3,2-b]pyridine 2 (9.82 g, 57.89 mmol) in THF (290 mL) BuLi (2.5 N, 25 mL) was added at −78° C. and the mixture stirred for 20 min at the same temperature. Tributyltin chloride (63.68 mmol, 17.3 mL) was added dropwise and the mixture stirred for 2 h at −78° C. The homogeneous mixture thus obtained was poured in water (200 mL) and extracted with EtOAc (2×200 mL). The organic phase was collected, dried over anhydrous Na2SO4 and concentrated under reduced pressure. Th... Procedure details: To a solution of (+)-trans-1-hydroxymethyl-4-methylene-2-(3-fluorophenyl)cyclopentane (5.0 g, 26.5 mmol) from Example 1, Step C and benzyl bromide (4.7 mL, 40 mmol) in DMF (130 mL) was added 60% sodium hydride in mineral oil (0.77 g, 32 mmol). The reaction was stirred at room temperature for 24 h was then diluted with ether and slowly quenched into aq. sodium bicarbonate. After three ether extractions, the organic layers were combined, washed with brine, dried over sodium sulfate, filtered and c... Yield: 90.4%. Product: C(C1=CC=CC=C1)OC[C@@H]1[C@H](CC(C1)=C)C1=CC(=CC=C1)F (1-(S)-Benzyloxymethyl-2-(S)-(3-fluorophenyl)-4-methylenecyclopentane). Reaction conditions: time 24 hour. The solvent is CN(C)C=O (DMF), CCOCC (ether). Reactants: OC[C@H]1[C@@H](CC(C1)=C)C1=CC(=CC=C1)F ((+)-trans-1-hydroxymethyl-4-methylene-2-(3-fluorophenyl)cyclopentane), C(C1=CC=CC=C1)Br (benzyl bromide), [H-].[Na+] (sodium hydride), oil. RXN SMILES: [OH:1][CH2:2][C@@H:3]1[CH2:7][C:6](=[CH2:8])[CH2:5][C@H:4]1[C:9]1[CH:14]=[CH:13][CH:12]=[C:11]([F:15])[CH:10]=1.[CH2:16](Br)[C:17]1[CH:22]=[CH:21][CH:20]=[CH:19][CH:18]=1.[H-].[Na+]>CN(C=O)C.CCOCC>[CH2:16]([O:1][CH2:2][C@H:3]1[CH2:7][C:6](=[CH2:8])[CH2:5][C@@H:4]1[C:9]1[CH:14]=[CH:13][CH:12]=[C:11]([F:15])[CH:10]=1)[C:17]1[CH:22]=[CH:21][CH:20]=[CH:19][CH:18]=1 |f:2.3|. Reactants: Cc1cc(-c2ccncc2)cc(C)c1Sc1nc(N(C(=O)OC(C)(C)C)c2ccc(C#N)cc2)nc2ccn(C)c12, O=C(O)C(F)(F)F. Product: Cc1cc(-c2ccncc2)cc(C)c1Sc1nc(Nc2ccc(C#N)cc2)nc2ccn(C)c12. As a reaction SMILES: [CH3:1][c:2]1[c:3]([S:15][c:16]2[c:17]3[c:18]([n:19][c:20]([N:22]([C:23](=[O:24])[O:25][C:26]([CH3:27])([CH3:28])[CH3:29])[c:30]4[cH:31][cH:32][c:33]([C:36]#[N:37])[cH:34][cH:35]4)[n:21]2)[cH:38][cH:39][n:40]3[CH3:41])[c:4]([CH3:14])[cH:5][c:6](-[c:8]2[cH:9][cH:10][n:11][cH:12][cH:13]2)[cH:7]1.[F:42][C:43]([F:44])([F:45])[C:46]([OH:47])=[O:48]>>[CH3:1][c:2]1[c:3]([S:15][c:16]2[c:17]3[c:18]([n:19][c:20]([NH:22][c:30]4[cH:31][cH:32][c:33]([C:36]#[N:37])[cH:34][cH:35]4)[n:21]2)[cH:38][cH:39][n:40]3[CH3:41])[c:4]([CH3:14])[cH:5][c:6](-[c:8]2[cH:9][cH:10][n:11][cH:12][cH:13]2)[cH:7]1. The reactants are ClCCl, CSc1ccc(CO)cc1, O=S(Cl)Cl, c1ccncc1. The product is CSc1ccc(CCl)cc1. As a reaction SMILES: [CH2:15]([Cl:16])[Cl:17].[CH3:5][S:6][c:7]1[cH:8][cH:9][c:10]([CH2:11][OH:12])[cH:13][cH:14]1.[S:1]([Cl:2])([Cl:3])=[O:4].[cH:18]1[cH:19][cH:20][n:21][cH:22][cH:23]1>>[Cl:3][CH2:11][c:10]1[cH:9][cH:8][c:7]([S:6][CH3:5])[cH:14][cH:13]1. The reactants are FC1=C(C(=O)O)C=CC(=C1)C (2-Fluoro-4-methylbenzoic acid), CO (MeOH), Cl (HCl). Reaction conditions: time 48 hour. Yields the product COC(C1=C(C=C(C=C1)C)F)=O (2-Fluoro-4-methylbenzoic acid methyl ester). RXN SMILES: [F:1][C:2]1[CH:10]=[C:9]([CH3:11])[CH:8]=[CH:7][C:3]=1[C:4]([OH:6])=[O:5].[CH3:12]O.Cl>>[CH3:12][O:5][C:4](=[O:6])[C:3]1[CH:7]=[CH:8][C:9]([CH3:11])=[CH:10][C:2]=1[F:1]. Procedure: 2-Fluoro-4-methylbenzoic acid (30.0 g, 195 mmol) was dissolved in MeOH (600 mL, 10 mol), and 12 M HCl (3.2 mL, 39 mmol) was added. The mixture was heated to reflux and stirred for 48 hours, then cooled and concentrated. The recovered material was dried in vacuo for 24 hours to obtain Intermediate (6a) as a white solid that was used without further purification. The reactants are ClC1=NC=C(C(=N1)NC1=C(C=CC=C1)S(=O)(=O)N(C)C)Cl (2-(2,5-Dichloro-pyrimidin-4-ylamino)-N,N-dimethyl-benzenesulfonamide), COC=1C(=CC2=C(CCN(CC2)CCN2CCOCC2)C1)N (8-Methoxy-3-(2-morpholin-4-yl-ethyl)-2,3,4,5-tetrahydro-1H-3-benzazepin-7-ylamine). Product: ClC=1C(=NC(=NC1)NC1=CC2=C(CCN(CC2)CCN2CCOCC2)C=C1OC)NC1=C(C=CC=C1)S(=O)(=O)N(C)C (2-{5-Chloro-2-[8-methoxy-3-(2-morpholin-4-yl-ethyl)-2,3,4,5-tetrahydro-1H-3-benzazepin-7-ylamino]-pyrimidin-4-ylamino}-N,N-dimethyl-benzenesulfonamide). The yield is 28.0%. Reaction SMILES: Cl[C:2]1[N:7]=[C:6]([NH:8][C:9]2[CH:14]=[CH:13][CH:12]=[CH:11][C:10]=2[S:15]([N:18]([CH3:20])[CH3:19])(=[O:17])=[O:16])[C:5]([Cl:21])=[CH:4][N:3]=1.[CH3:22][O:23][C:24]1[C:25]([NH2:43])=[CH:26][C:27]2[CH2:33][CH2:32][N:31]([CH2:34][CH2:35][N:36]3[CH2:41][CH2:40][O:39][CH2:38][CH2:37]3)[CH2:30][CH2:29][C:28]=2[CH:42]=1>>[Cl:21][C:5]1[C:6]([NH:8][C:9]2[CH:14]=[CH:13][CH:12]=[CH:11][C:10]=2[S:15]([N:18]([CH3:20])[CH3:19])(=[O:17])=[O:16])=[N:7][C:2]([NH:43][C:25]2[C:24]([O:23][CH3:22])=[CH:42][C:28]3[CH2:29][CH2:30][N:31]([CH2:34][CH2:35][N:36]4[CH2:41][CH2:40][O:39][CH2:38][CH2:37]4)[CH2:32][CH2:33][C:27]=3[CH:26]=2)=[N:3][CH:4]=1. Reported procedure: In an analogous manner to Example 1513, the product was prepared from 2-(2,5-Dichloro-pyrimidin-4-ylamino)-N,N-dimethyl-benzenesulfonamide and 8-Methoxy-3-(2-morpholin-4-yl-ethyl)-2,3,4,5-tetrahydro-1H-3-benzazepin-7-ylamine. Product isolated as a white foam (30 mg, 28%). MS (ESI+): 616 (M+H), 1H-NMR (CDCl3, 400 MHz) δ 9.35 (s, 1H), 8.55 (d, J=8 Hz, 1H), 8.15 (s, 1H), 8.01 (s, 1H), 7.90 (d, J=8 Hz, 1H), 7.57 (t, 1H), 7.50 (s, 1H), 7.26 (m, 1H), 6.66 (s, 1H), 3.89 (s, 3H), 3.74 (s, 4H), 2.88 (s, ... Reaction SMILES: [Br:1][C:2]1[N:7]=[C:6]2[C:8](I)=[CH:9][N:10]([S:11]([C:14]3[CH:20]=[CH:19][C:17]([CH3:18])=[CH:16][CH:15]=3)(=[O:13])=[O:12])[C:5]2=[N:4][CH:3]=1.[NH:22]1[C:30]2[C:25](=[CH:26][C:27](B(O)O)=[CH:28][CH:29]=2)[CH:24]=[CH:23]1.C([O-])([O-])=O.[Na+].[Na+]>CC#N.C1C=CC(P(C2C=CC=CC=2)C2C=CC=CC=2)=CC=1.C1C=CC(P(C2C=CC=CC=2)C2C=CC=CC=2)=CC=1.Cl[Pd]Cl>[Br:1][C:2]1[N:7]=[C:6]2[C:8]([C:27]3[CH:26]=[C:25]4[C:30](=[CH:29][CH:28]=3)[NH:22][CH:23]=[CH:24]4)=[CH:9][N:10]([S:11]([C:14]3[CH:20]=[CH:19][C:17]([CH3:18])=[CH:16][CH:15]=3)(=[O:13])=[O:12])[C:5]2=[N:4][CH:3]=1 |f:2.3.4,6.7.8|. Solvent: CC#N (CH3CN), CC#N (CH3CN). Starting materials: BrC1=CN=C2C(=N1)C(=CN2S(=O)(=O)C2=CC=C(C)C=C2)I (2-bromo-7-iodo-5-tosyl-5H-pyrrolo[3,2-b]pyrazine), N1C=CC2=CC(=CC=C12)B(O)O (1H-indol-5-ylboronic acid), C(=O)([O-])[O-].[Na+].[Na+] (Na2CO3). Run at temperature 60 celsius, time 2 hour. Procedure details: To a stirred suspension of 2-bromo-7-iodo-5-tosyl-5H-pyrrolo[3,2-b]pyrazine [Intermediate AU] (0.25 g, 0.52 mmol) and 1H-indol-5-ylboronic acid (0.10 mg, 0.62 mmol) in CH3CN (20 mL) was added 1 M Na2CO3 (20 mL) followed by bis(triphenylphosphine)-palladium(II)dichloride (60 mg, 0.086 mmol). The resulting mixture was stirred for 2 h at 60° C. The title compound was isolated as a yellow solid via filtration from the CH3CN layer (0.23 g, 94%). HPLC retention time: 3.23 minutes. MS ESI (m/z): 467.2/... Yields the product BrC1=CN=C2C(=N1)C(=CN2S(=O)(=O)C2=CC=C(C)C=C2)C=2C=C1C=CNC1=CC2 (2-bromo-7-(1H-indol-5-yl)-5-tosyl-5H-pyrrolo[3,2-b]pyrazine). Reagents/catalysts: C1=CC=C(C=C1)P(C2=CC=CC=C2)C3=CC=CC=C3.C1=CC=C(C=C1)P(C2=CC=CC=C2)C3=CC=CC=C3.Cl[Pd]Cl (bis(triphenylphosphine)-palladium(II)dichloride).